This data is from the Open Reaction Database (ORD), a public repository of structured organic reaction records. The task is: describe an organic reaction: reactants, conditions, products, and yield The reactants are CC1=CC=C(C=C1)S(=O)(=O)NC=1C=C(C=CC1)C=1C=CC=2N(N1)C=C(N2)NC(C)=O (N-(6-(3-(4-Methylphenylsulfonamido)phenyl)imidazo[1,2-b]pyridazin-2-yl)acetamide), ClC=1C=CC=2N(N1)C=C(N2)NC(C)=O (N-(6-chloroimidazo[1,2-b]pyridazin-2-yl)acetamide), NC=1C=C(C=CC1)B(O)O (3-aminobenzeneboronic acid). Yields the product NC=1C=C(C=CC1)C=1C=CC=2N(N1)C=C(N2)NC(C)=O (N-(6-(3-Aminophenyl)imidazo[1,2-b]pyridazin-2-yl)acetamide). As a reaction SMILES: CC1C=CC(S([NH:11][C:12]2[CH:13]=[C:14]([C:18]3[CH:19]=[CH:20][C:21]4[N:22]([CH:24]=[C:25]([NH:27][C:28](=[O:30])[CH3:29])[N:26]=4)[N:23]=3)[CH:15]=[CH:16][CH:17]=2)(=O)=O)=CC=1.ClC1C=CC2N(C=C(NC(=O)C)N=2)N=1.NC1C=C(B(O)O)C=CC=1>>[NH2:11][C:12]1[CH:13]=[C:14]([C:18]2[CH:19]=[CH:20][C:21]3[N:22]([CH:24]=[C:25]([NH:27][C:28](=[O:30])[CH3:29])[N:26]=3)[N:23]=2)[CH:15]=[CH:16][CH:17]=1. Procedure: Following the procedure described for compound N-(6-(3-(4-methylphenylsulfonamido)phenyl)imidazo[1,2-b]pyridazin-2-yl)acetamide (Example 1), N-(6-chloroimidazo[1,2-b]pyridazin-2-yl)acetamide (Example 1, Step 4) (0.071 g, 0.34 mmol) was reacted with 3-aminobenzeneboronic acid (0.094 g, 0.60 mmol, Alfa Aesar, Avocado Organics, Ward Hill, Mass.) to afford the title compound as a yellow solid. MS (ESI positive ion) m/z: 268 (M+1). 1H NMR (400 MHz, DMSO-d6): δ ppm 10.87 (s, 1H), 8.24 (s, 1H), 8.00 (d... Reactants: C(C1=CC=CC=C1)OC1COC(OC1)C1=CC=CC=C1 (5-(benzyloxy)-2-phenyl-m-dioxane), C(C)O (ethanol), O (water), S(O)(O)(=O)=O (sulfuric acid). The solvent is C1(=CC=CC=C1)C (toluene), petroleum ether. Yields the product C(C1=CC=CC=C1)OC(CO)CO (2-(Benzyloxy)-1,3-propanediol). Yield: 81.1%. As a reaction SMILES: [CH2:1]([O:8][CH:9]1[CH2:14][O:13]C(C2C=CC=CC=2)[O:11][CH2:10]1)[C:2]1[CH:7]=[CH:6][CH:5]=[CH:4][CH:3]=1.C(O)C.O.S(=O)(=O)(O)O>C1(C)C=CC=CC=1>[CH2:1]([O:8][CH:9]([CH2:10][OH:11])[CH2:14][OH:13])[C:2]1[CH:7]=[CH:6][CH:5]=[CH:4][CH:3]=1. Procedure details: A mixture of about 338 g of 5-(benzyloxy)-2-phenyl-m-dioxane, about 1500 ml of ethanol, about 500 ml of water and about 20 ml of sulfuric acid was refluxed for about 2 hours. The ethanol was removed, the acid neutralized with solid sodium bicarbonate, the mixture steam distilled to remove benzaldehyde and then saturated with potassium carbonate. This mixture was extracted three times with ether. The ether extracts were combined, dried and evaporated. Toluene was added and evaporated. The residue... The product is C(C)(C)(C)N(C(=O)C1=NC(=C(C=C1)C1CC1)OCC1OCCC1)C (5-Cyclopropyl-6-(tetrahydro-furan-2-ylmethoxy)-pyridine-2-carboxylic acid tert-butyl-methyl-amide). Procedure: In analogy to the procedure described in Example 47 b), 5-cyclopropyl-6-(tetrahydro-furan-2-ylmethoxy)-pyridine-2-carboxylic acid was reacted with N,2-dimethylpropan-2-amine (CAN 94896-77-2) in the presence of TBTU and DIEA to give the title compound as colorless oil; MS (EI): m/e=333.5 [MH+]. As a reaction SMILES: [CH:1]1([C:4]2[CH:5]=[CH:6][C:7]([C:17]([OH:19])=O)=[N:8][C:9]=2[O:10][CH2:11][CH:12]2[CH2:16][CH2:15][CH2:14][O:13]2)[CH2:3][CH2:2]1.[CH3:20][NH:21][C:22]([CH3:25])([CH3:24])[CH3:23].CN(C(ON1N=NC2C=CC=CC1=2)=[N+](C)C)C.[B-](F)(F)(F)F.CCN(C(C)C)C(C)C>>[C:22]([N:21]([CH3:20])[C:17]([C:7]1[CH:6]=[CH:5][C:4]([CH:1]2[CH2:2][CH2:3]2)=[C:9]([O:10][CH2:11][CH:12]2[CH2:16][CH2:15][CH2:14][O:13]2)[N:8]=1)=[O:19])([CH3:25])([CH3:24])[CH3:23] |f:2.3|. Starting materials: CNC(C)(C)C (N,2-dimethylpropan-2-amine), CN(C)C(=[N+](C)C)ON1C2=C(C=CC=C2)N=N1.[B-](F)(F)(F)F (TBTU), CCN(C(C)C)C(C)C (DIEA), C1(CC1)C=1C=CC(=NC1OCC1OCCC1)C(=O)O (5-cyclopropyl-6-(tetrahydro-furan-2-ylmethoxy)-pyridine-2-carboxylic acid). Starting materials: C1CCOC1, O=C(Cl)c1cccc(C(F)(F)F)c1, Nc1cccc(C(=O)O)c1. Product: O=C(O)c1cccc(NC(=O)c2cccc(C(F)(F)F)c2)c1. As a reaction SMILES: [CH2:24]1[O:25][CH2:26][CH2:27][CH2:28]1.[F:11][C:12]([c:13]1[cH:14][c:15]([C:16](=[O:17])[Cl:18])[cH:19][cH:20][cH:21]1)([F:22])[F:23].[NH2:1][c:2]1[cH:3][cH:4][cH:5][c:6]([C:8]([OH:9])=[O:10])[cH:7]1>>[NH:1]([c:2]1[cH:3][cH:4][cH:5][c:6]([C:8]([OH:9])=[O:10])[cH:7]1)[C:16]([c:15]1[cH:14][c:13]([C:12]([F:11])([F:22])[F:23])[cH:21][cH:20][cH:19]1)=[O:17]. Starting materials: BrBr (bromine), FC(C=1C=C(C=CC1)C(C)O)(F)F ((±)-1-(3-trifluoromethylphenyl)-ethanol), C1(=CC=CC=C1)P(C1=CC=CC=C1)C1=CC=CC=C1 (triphenylphosphine), CN(C=O)C (dimethylformamide), BrBr (bromine), ice water. Solvent: CCCCCC (hexane). Run at time 15 minute. Product: FC(C=1C=C(C=CC1)C(C)Br)(F)F ((±)-1-(3-trifluoromethylphenyl)ethyl bromide). RXN SMILES: [Br:1]Br.[F:3][C:4]([F:15])([F:14])[C:5]1[CH:6]=[C:7]([CH:11](O)[CH3:12])[CH:8]=[CH:9][CH:10]=1.C1(P(C2C=CC=CC=2)C2C=CC=CC=2)C=CC=CC=1.CN(C)C=O>CCCCCC>[F:3][C:4]([F:15])([F:14])[C:5]1[CH:6]=[C:7]([CH:11]([Br:1])[CH3:12])[CH:8]=[CH:9][CH:10]=1. Reported procedure: bromine (32.5 g≡10.4 ml) was added over 15 minutes to a stirred mixture of (±)-1-(3-trifluoromethylphenyl)-ethanol [38 g, described by Overberger et al., Org. Synth. Coll. 3, 200 (1955)], triphenylphosphine (56 g) and dry dimethylformamide (200 ml) in an atmosphere of nitrogen. The temperature of the mixture was maintained at 40°-50° C. by ice-cooling. Further bromine was added dropwise to give a permanent orange colour and after stirring for 15 minutes the mixture was poured into a mixture of i...